describe an organic reaction: reactants, conditions, products, and yield From a dataset of the Open Reaction Database (ORD), a public repository of structured organic reaction records. Reactants: CCOC(C)=O, O=C(Cn1c(=O)ccn2nccc12)Nc1scc(Cl)c1-c1nc[nH]n1, CI, [K+], [K+], O=C([O-])[O-], CN(C)C=O. Yields the product Cn1cnc(-c2c(Cl)csc2NC(=O)Cn2c(=O)ccn3nccc23)n1. Reaction SMILES: [CH3:39][CH2:40][O:41][C:42](=[O:43])[CH3:44].[Cl:9][c:10]1[c:11](-[c:29]2[n:30][nH:31][cH:32][n:33]2)[c:12]([NH:15][C:16]([CH2:17][n:18]2[c:19]3[n:20]([cH:21][cH:22][c:23]2=[O:24])[n:25][cH:26][cH:27]3)=[O:28])[s:13][cH:14]1.[I:1][CH3:2].[K+:3].[K+:4].[O-:5][C:6]([O-:7])=[O:8].[O:34]=[CH:35][N:36]([CH3:37])[CH3:38]>>[CH3:6][n:31]1[n:30][c:29](-[c:11]2[c:10]([Cl:9])[cH:14][s:13][c:12]2[NH:15][C:16]([CH2:17][n:18]2[c:19]3[n:20]([cH:21][cH:22][c:23]2=[O:24])[n:25][cH:26][cH:27]3)=[O:28])[n:33][cH:32]1.